Dataset: the Open Reaction Database (ORD), a public repository of structured organic reaction records. Task: describe an organic reaction: reactants, conditions, products, and yield Reactants: Cc1nc(C(C)N)no1, CCO, O=C(O)c1ccc(C2CC2)c(OCC2CC2)n1. Product: Cc1nc(C(C)NC(=O)c2ccc(C3CC3)c(OCC3CC3)n2)no1. As a reaction SMILES: [CH3:18][CH:19]([NH2:20])[c:21]1[n:22][o:23][c:24]([CH3:26])[n:25]1.[CH3:27][CH2:28][OH:29].[CH:1]1([c:4]2[cH:5][cH:6][c:7]([C:15](=[O:16])[OH:17])[n:8][c:9]2[O:10][CH2:11][CH:12]2[CH2:13][CH2:14]2)[CH2:2][CH2:3]1>>[CH:1]1([c:4]2[cH:5][cH:6][c:7]([C:15](=[O:17])[NH:20][CH:19]([CH3:18])[c:21]3[n:22][o:23][c:24]([CH3:26])[n:25]3)[n:8][c:9]2[O:10][CH2:11][CH:12]2[CH2:13][CH2:14]2)[CH2:2][CH2:3]1. Reactants: COC12CC(CO)CN(C)C1Cc1cn(C(C)(C)C)c3cccc2c13, O, Cc1ccc(S(=O)(=O)Cl)cc1, c1ccncc1. The product is COC12CC(COS(=O)(=O)c3ccc(C)cc3)CN(C)C1Cc1cn(C(C)(C)C)c3cccc2c13. As a reaction SMILES: [C:1]([CH3:2])([CH3:3])([CH3:4])[n:5]1[cH:6][c:7]2[c:20]3[c:15]([cH:16][cH:17][cH:18][c:19]13)[C:14]1([O:21][CH3:22])[CH:9]([CH2:8]2)[N:10]([CH3:25])[CH2:11][CH:12]([CH2:23][OH:24])[CH2:13]1.[OH2:37].[S:26](=[O:27])(=[O:28])([c:29]1[cH:30][cH:31][c:32]([CH3:33])[cH:34][cH:35]1)[Cl:36].[cH:38]1[cH:39][cH:40][n:41][cH:42][cH:43]1>>[C:1]([CH3:2])([CH3:3])([CH3:4])[n:5]1[cH:6][c:7]2[c:20]3[c:15]([cH:16][cH:17][cH:18][c:19]13)[C:14]1([O:21][CH3:22])[CH:9]([CH2:8]2)[N:10]([CH3:25])[CH2:11][CH:12]([CH2:23][O:24][S:26](=[O:27])(=[O:28])[c:29]2[cH:30][cH:31][c:32]([CH3:33])[cH:34][cH:35]2)[CH2:13]1. Reactants: CN1CCN(Cc2ccc(Br)o2)CC1, [Li]C(C)(C)C, CCCC[Sn](Cl)(CCCC)CCCC, C1CCOC1. The product is CCCC[Sn](CCCC)(CCCC)c1ccc(CN2CCN(C)CC2)o1. As a reaction SMILES: [Br:1][c:2]1[cH:3][cH:4][c:5]([CH2:7][N:8]2[CH2:9][CH2:10][N:11]([CH3:14])[CH2:12][CH2:13]2)[o:6]1.[C:15]([Li:16])([CH3:17])([CH3:18])[CH3:19].[CH2:20]([CH2:21][CH2:22][CH3:23])[Sn:24]([Cl:25])([CH2:26][CH2:27][CH2:28][CH3:29])[CH2:30][CH2:31][CH2:32][CH3:33].[CH2:34]1[O:35][CH2:36][CH2:37][CH2:38]1>>[c:2]1([Sn:24]([CH2:20][CH2:21][CH2:22][CH3:23])([CH2:26][CH2:27][CH2:28][CH3:29])[CH2:30][CH2:31][CH2:32][CH3:33])[cH:3][cH:4][c:5]([CH2:7][N:8]2[CH2:9][CH2:10][N:11]([CH3:14])[CH2:12][CH2:13]2)[o:6]1. The reactants are C(C1=CC=CC=C1)OC(=O)N1[C@@H](CC2=CC=CC=C12)C(=O)O (N-benzyloxycarbonyl-2(S)-indolinecarboxylic acid), C(CCC)N (n-butylamine), C(C)N1CCOCC1 (N-ethylmorpholine), ClC(=O)OCC(C)C (isobutyl chloroformate). Run in O1CCCC1 (tetrahydrofuran), C(Cl)Cl (Methylene chloride). Run at time 45 minute. Yields the product C(CCC)NC(=O)[C@H]1N(C2=CC=CC=C2C1)C(=O)OCC1=CC=CC=C1 (N-benzyloxycarbonyl-2(S)-indolinecarboxylic acid n-butylamide). As a reaction SMILES: [CH2:1]([O:8][C:9]([N:11]1[C:19]2[C:14](=[CH:15][CH:16]=[CH:17][CH:18]=2)[CH2:13][C@H:12]1[C:20](O)=[O:21])=[O:10])[C:2]1[CH:7]=[CH:6][CH:5]=[CH:4][CH:3]=1.C(N1CCOCC1)C.ClC(OCC(C)C)=O.[CH2:39]([NH2:43])[CH2:40][CH2:41][CH3:42]>O1CCCC1.C(Cl)Cl>[CH2:39]([NH:43][C:20]([C@@H:12]1[CH2:13][C:14]2[C:19](=[CH:18][CH:17]=[CH:16][CH:15]=2)[N:11]1[C:9]([O:8][CH2:1][C:2]1[CH:7]=[CH:6][CH:5]=[CH:4][CH:3]=1)=[O:10])=[O:21])[CH2:40][CH2:41][CH3:42]. Procedure: 7.699 g (25.9 mmol) of N-benzyloxycarbonyl-2(S)-indolinecarboxylic acid prepared as in Example 16 a) are dissolved in tetrahydrofuran (150 ml), under nitrogen. 2.986 g (25.9 mmol) of N-ethylmorpholine are added, at 0° C., followed by 3.54 g (25.9 mmol) of isobutyl chloroformate. After 45 minutes, 1.903 g (25.9 mmol) of n-butylamine are added and the suspension is stirred overnight. Methylene chloride (300 ml) is added and the organic phase is washed with 10% citric acid (3×100 ml) and then NaHCO...